This data is from the Open Reaction Database (ORD), a public repository of structured organic reaction records. The task is: describe an organic reaction: reactants, conditions, products, and yield The reactants are NC=1C=NC=CC1N (3,4-diaminopyridine), COC1=C(C(=O)O)C=CC(=C1)CSC (2-methoxy-4-methylthiomethyl-benzoic acid). Yields the product COC1=C(C=CC(=C1)CSC)C=1NC2=C(C=NC=C2)N1 (2-(2'-Methoxy-4'-methylthiomethyl-phenyl)-imidazo[4,5-c]pyridine). RXN SMILES: [NH2:1][C:2]1[CH:3]=[N:4][CH:5]=[CH:6][C:7]=1[NH2:8].[CH3:9][O:10][C:11]1[CH:19]=[C:18]([CH2:20][S:21][CH3:22])[CH:17]=[CH:16][C:12]=1[C:13](O)=O>>[CH3:9][O:10][C:11]1[CH:19]=[C:18]([CH2:20][S:21][CH3:22])[CH:17]=[CH:16][C:12]=1[C:13]1[NH:8][C:7]2[CH:6]=[CH:5][N:4]=[CH:3][C:2]=2[N:1]=1. Procedure: Prepared analogously to Example 14 from 3,4-diaminopyridine and 2-methoxy-4-methylthiomethyl-benzoic acid. The reactants are C1=CC(=CC=2S(C3=C(C=CC21)C=CC=C3)(=O)=O)C=O (dibenzo[b,f]thiepin-3-carboxaldehyde-5,5-dioxide), C(CCC)N (n-butylamine). Solvent: C1=CC=CC=C1 (benzene). Conditions: time 45 minute. The product is C(CCC)N=CC=1C=CC2=C(S(C3=C(C=C2)C=CC=C3)(=O)=O)C1 (3-(n-Butyliminomethyl)dibenzo[b,f]thiepin-5,5-dioxide). RXN SMILES: [CH:1]1[C:11]2[CH:10]=[CH:9][C:8]3[CH:12]=[CH:13][CH:14]=[CH:15][C:7]=3[S:6](=[O:17])(=[O:16])[C:5]=2[CH:4]=[C:3]([CH:18]=O)[CH:2]=1.[CH2:20]([NH2:24])[CH2:21][CH2:22][CH3:23]>C1C=CC=CC=1>[CH2:20]([N:24]=[CH:18][C:3]1[CH:2]=[CH:1][C:11]2[CH:10]=[CH:9][C:8]3[CH:12]=[CH:13][CH:14]=[CH:15][C:7]=3[S:6](=[O:17])(=[O:16])[C:5]=2[CH:4]=1)[CH2:21][CH2:22][CH3:23]. Procedure: Reflux a mixture of 200 mg of dibenzo[b,f]thiepin-3-carboxaldehyde-5,5-dioxide (0.74 mmole) and 82 mg of n-butylamine (1.11 mmole) in 0.30 ml of benzene, with azetropic removal of water, for 45 minutes. Evaporate the mixture to remove the benzene and excess butylamine and obtain the title product as an oil.